Dataset: the Open Reaction Database (ORD), a public repository of structured organic reaction records. Task: describe an organic reaction: reactants, conditions, products, and yield The reactants are BrC=1C=2N(C=CC1)N=C(N2)N (8-bromo-[1,2,4]triazolo[1,5-a]pyridin-2-ylamine), C(C)(C)S(=O)(=O)C1=CC=C(C=C1)B(O)O (4-isopropylsulfonylbenzeneboronic acid). Yields the product CC(C)S(=O)(=O)C1=CC=C(C=C1)C=1C=2N(C=CC1)N=C(N2)N (8-[4-(Propane-2-sulfonyl)-phenyl]-[1,2,4]triazolo[1,5-a]pyridin-2-ylamine), solid. The yield is 42.0%. As a reaction SMILES: Br[C:2]1[C:3]2[N:4]([N:8]=[C:9]([NH2:11])[N:10]=2)[CH:5]=[CH:6][CH:7]=1.[CH:12]([S:15]([C:18]1[CH:23]=[CH:22][C:21](B(O)O)=[CH:20][CH:19]=1)(=[O:17])=[O:16])([CH3:14])[CH3:13]>>[CH3:14][CH:12]([S:15]([C:18]1[CH:23]=[CH:22][C:21]([C:2]2[C:3]3[N:4]([N:8]=[C:9]([NH2:11])[N:10]=3)[CH:5]=[CH:6][CH:7]=2)=[CH:20][CH:19]=1)(=[O:16])=[O:17])[CH3:13]. Reported procedure: 8-[4-(Propane-2-sulfonyl)-phenyl]-[1,2,4]triazolo[1,5-a]pyridin-2-ylamine was prepared from 8-bromo-[1,2,4]triazolo[1,5-a]pyridin-2-ylamine (500.0 mg, 2.347 mmol) and 4-isopropylsulfonylbenzeneboronic acid (650.0 mg, 2.850 mmol) in a manner analogous to Step 2c. The reaction product was isolated as an off-white solid (0.317 g, 42%). MP=175-177° C. 1H NMR (400 MHz, (D3C)2SO, δ, ppm): 8.64 (d, J=6.6 Hz, 1H), 8.39 (d, J=7.4 Hz, 2H), 7.96 (d, J=7.5 Hz, 2H), 7.85 (d, J=7.4 Hz, 1H), 7.06-7.00 (m, 1H),...